Dataset: the Open Reaction Database (ORD), a public repository of structured organic reaction records. Task: describe an organic reaction: reactants, conditions, products, and yield Isolated yield 100.3%. Product: CC=1C=C(C(=O)OC)C=CC1N1C(OC[C@H]1C)=O (methyl (R)-3-methyl-4-(4-methyl-2-oxooxazolidin-3-yl)benzoate). As a reaction SMILES: Br[C:2]1[CH:11]=[CH:10][C:5]([C:6]([O:8][CH3:9])=[O:7])=[CH:4][C:3]=1[CH3:12].[CH3:13][C@@H:14]1[CH2:18][O:17][C:16](=[O:19])[NH:15]1>>[CH3:12][C:3]1[CH:4]=[C:5]([CH:10]=[CH:11][C:2]=1[N:15]1[C@H:14]([CH3:13])[CH2:18][O:17][C:16]1=[O:19])[C:6]([O:8][CH3:9])=[O:7]. Procedure details: By reaction and treatment in the same manner as in Preparation Example 12 and using methyl 4-bromo-3-methylbenzoate (1.1 g) and (R)-4-methyloxazolidin-2-one (607 mg) described in Preparation Example 25, the title compound (1.2 g) was obtained. The reactants are BrC1=C(C=C(C(=O)OC)C=C1)C (methyl 4-bromo-3-methylbenzoate), C[C@H]1NC(OC1)=O ((R)-4-methyloxazolidin-2-one).